From a dataset of the Open Reaction Database (ORD), a public repository of structured organic reaction records. describe an organic reaction: reactants, conditions, products, and yield Reactants: CNC1=NC(=C(C=2N1C(NN2)=O)C2=CC=C(C=C2)Cl)C2=CC=C(C=C2)Cl (5-(methylamino)-7,8-bis(4-chlorophenyl)-[1,2,4]triazolo[4,3-c]pyrimidin-3(2H)-one), CN(C)C=O (DMF), C([O-])([O-])=O.[K+].[K+] (potassium carbonate), ClCC=1C=CC(=NC1)C(F)(F)F (5-chloromethyl-2-(trifluoromethyl)pyridine). The solvent is CCOC(=O)C (EtOAc). Run at temperature 70 celsius, time 1 hour. Product: CNC1=NC(=C(C=2N1C(N(N2)CC=2C=NC(=CC2)C(F)(F)F)=O)C2=CC=C(C=C2)Cl)C2=CC=C(C=C2)Cl (5-(methylamino)-7,8-bis(4-chlorophenyl)-2-((6-(trifluoromethyl)pyridin-3-yl)methyl)-[1,2,4]triazolo[4,3-c]pyrimidin-3(2H)-one). Reaction SMILES: [CH3:1][NH:2][C:3]1[N:8]2[C:9](=[O:12])[NH:10][N:11]=[C:7]2[C:6]([C:13]2[CH:18]=[CH:17][C:16]([Cl:19])=[CH:15][CH:14]=2)=[C:5]([C:20]2[CH:25]=[CH:24][C:23]([Cl:26])=[CH:22][CH:21]=2)[N:4]=1.CN(C=O)C.C(=O)([O-])[O-].[K+].[K+].Cl[CH2:39][C:40]1[CH:41]=[CH:42][C:43]([C:46]([F:49])([F:48])[F:47])=[N:44][CH:45]=1>CCOC(C)=O>[CH3:1][NH:2][C:3]1[N:8]2[C:9](=[O:12])[N:10]([CH2:39][C:40]3[CH:45]=[N:44][C:43]([C:46]([F:49])([F:47])[F:48])=[CH:42][CH:41]=3)[N:11]=[C:7]2[C:6]([C:13]2[CH:14]=[CH:15][C:16]([Cl:19])=[CH:17][CH:18]=2)=[C:5]([C:20]2[CH:25]=[CH:24][C:23]([Cl:26])=[CH:22][CH:21]=2)[N:4]=1 |f:2.3.4|. Procedure: To a mixture of crude 5-(methylamino)-7,8-bis(4-chlorophenyl)-[1,2,4]triazolo[4,3-c]pyrimidin-3(2H)-one, DMF (0.5 mL), and potassium carbonate (38 mg, 0.28 mmol) was added 5-chloromethyl-2-(trifluoromethyl)pyridine (18 mg, 0.09 mmol). The resulting reaction mixture was stirred at 70° C. for 1 h. The reaction mixture was then diluted with EtOAc, washed with water and saturated aqueous NaCl, dried (Na2SO4), and concentrated at reduced pressure. The residue was purified by preparative reverse phase... Starting materials: CO, [O-][I+3]([O-])([O-])[O-], [Na+], O, CSc1ccc(C(O)(CC2CCCC2)c2cc3cc(F)cnc3n2S(=O)(=O)c2ccccc2)cc1. Yields the product CS(=O)c1ccc(C(O)(CC2CCCC2)c2cc3cc(F)cnc3n2S(=O)(=O)c2ccccc2)cc1. As a reaction SMILES: [CH3:42][OH:43].[I+3:36]([O-:37])([O-:38])([O-:39])[O-:40].[Na+:41].[OH2:44].[c:1]1([S:7](=[O:8])(=[O:9])[n:10]2[c:11]([C:20]([CH2:21][CH:22]3[CH2:23][CH2:24][CH2:25][CH2:26]3)([OH:27])[c:28]3[cH:29][cH:30][c:31]([S:34][CH3:35])[cH:32][cH:33]3)[cH:12][c:13]3[c:14]2[n:15][cH:16][c:17]([F:19])[cH:18]3)[cH:2][cH:3][cH:4][cH:5][cH:6]1>>[c:1]1([S:7](=[O:8])(=[O:9])[n:10]2[c:11]([C:20]([CH2:21][CH:22]3[CH2:23][CH2:24][CH2:25][CH2:26]3)([OH:27])[c:28]3[cH:29][cH:30][c:31]([S:34]([CH3:35])=[O:37])[cH:32][cH:33]3)[cH:12][c:13]3[c:14]2[n:15][cH:16][c:17]([F:19])[cH:18]3)[cH:2][cH:3][cH:4][cH:5][cH:6]1. The reactants are CCOC=C(C#N)C(=O)NC(=O)OCC, CCO, Nc1ccc(Cl)cc1. Product: CCOC(=O)NC(=O)C(C#N)=CNc1ccc(Cl)cc1. RXN SMILES: [C:1](#[N:2])[C:3]([C:4](=[O:5])[NH:6][C:7](=[O:8])[O:9][CH2:10][CH3:11])=[CH:12][O:13][CH2:14][CH3:15].[CH3:24][CH2:25][OH:26].[Cl:16][c:17]1[cH:18][cH:19][c:20]([NH2:21])[cH:22][cH:23]1>>[C:1](#[N:2])[C:3]([C:4](=[O:5])[NH:6][C:7](=[O:8])[O:9][CH2:10][CH3:11])=[CH:12][NH:21][c:20]1[cH:19][cH:18][c:17]([Cl:16])[cH:23][cH:22]1. Starting materials: COC=1C=CC=C(C1C=2C=CC=CC2P(C3CCCCC3)C4CCCCC4)OC (SPhos), [OH-].[K+] (KOH), halide. Product: CC/C=C/C=C/C=C/C=C/CCCCCCCC(=O)O (β-Parinaric Acid). Reaction SMILES: CO[C:3]1[CH:4]=[CH:5][CH:6]=[C:7]([O:28]C)[C:8]=1[C:9]1[CH:10]=[CH:11][CH:12]=[CH:13][C:14]=1P(C1CCCCC1)C1CCCCC1.[OH-:30].[K+]>>[CH3:6][CH2:7]/[CH:8]=[CH:3]/[CH:4]=[CH:5]/[CH:14]=[CH:13]/[CH:12]=[CH:11]/[CH2:10][CH2:9][CH2:8][CH2:3][CH2:4][CH2:5][CH2:6][C:7]([OH:28])=[O:30] |f:1.2|. Reported procedure: The machine was equipped with a deprotection tube (empty, but used for sparging the MIDA boronate solution) and a reaction tube charged with the Pd-mixture (60 mg), the SPhos-mixture (60 mg), KOH (75 mg, 1.7 mmol) and halide 3 (11 mg, 0.037 mmol). Reactants: OC[C@H]1CN(C)[C@@H]2CC3=CNC4=CC=CC(C2=C1)=C34 (lysergol). Run in C(C)(C)(C)O (t-butanol), FC(C(=O)OC(C(F)(F)F)=O)(F)F (trifluoroacetic anhydride). Reaction conditions: time 90 hour. Yields the product C(C)(C)(C)N1C=C2C[C@H]3N(C[C@@H](C=C3C=3C=CC=C1C32)CO)C (1-(t-Butyl)-9,10-didehydro-6-methyl-8β-hydroxymethylergoline). Isolated yield 122.9%. RXN SMILES: [OH:1][CH2:2][C@@H:3]1[CH:18]=[C:17]2[C@@H:7]([CH2:8][C:9]3[C:19]4[C:12](=[CH:13][CH:14]=[CH:15][C:16]2=4)[NH:11][CH:10]=3)[N:5]([CH3:6])[CH2:4]1>C(O)(C)(C)C.FC(F)(F)C(OC(=O)C(F)(F)F)=O>[C:3]([N:11]1[C:12]2[C:19]3[C:9]([CH2:8][C@@H:7]4[C:17]([C:16]=3[CH:15]=[CH:14][CH:13]=2)=[CH:18][C@@H:3]([CH2:2][OH:1])[CH2:4][N:5]4[CH3:6])=[CH:10]1)([CH3:18])([CH3:4])[CH3:2]. Procedure details: To a mixture of 8 g of lysergol in 150 ml of t-butanol, 200 ml of trifluoroacetic anhydride were added dropwise with vigorous stirring. After the solution had been left at room temperature for 90 hours, it was evaporated. The residue was dissolved in water, made alkaline with ammonium hydroxide and the aqueous layer was extracted with ethyl acetate. After removal of the ethyl acetate, the residue was purified by silica gel column chromatography using 1:1 cyclohexane:ethyl acetate for elution to ... Reactants: ClC1=C(OCC(=O)O)C=CC(=C1Cl)C(C(C(C)C)=C)=O (2,3-Dichloro-4-(2-methyleneisovaleryl)phenoxyacetic acid), S(O)(O)(=O)=O (sulfuric acid), (1-oxo-2-isopropyl-7,8-dichloro-5-indanyloxy)acetic acid. Run in O (water). Reaction conditions: temperature 60 celsius, time 3 hour. Yields the product O=C1C(CC2=CC(=C(C(=C12)Cl)Cl)OCC(=O)O)C(C)C ((1-Oxo-2-isopropyl-6,7-dichloro-5-indanyloxy)-acetic Acid). Reaction SMILES: [Cl:1][C:2]1[C:12]([Cl:13])=[C:11]([C:14](=[O:20])[C:15](=[CH2:19])[CH:16]([CH3:18])[CH3:17])[CH:10]=[CH:9][C:3]=1[O:4][CH2:5][C:6]([OH:8])=[O:7].S(=O)(=O)(O)O>O>[O:20]=[C:14]1[C:11]2[C:10](=[CH:9][C:3]([O:4][CH2:5][C:6]([OH:8])=[O:7])=[C:2]([Cl:1])[C:12]=2[Cl:13])[CH2:19][CH:15]1[CH:16]([CH3:17])[CH3:18]. Procedure details: 2,3-Dichloro-4-(2-methyleneisovaleryl)phenoxyacetic acid (8.8 g., 0.0278 mole) is added to concentrated sulfuric acid (50 ml.). The mixture is stirred and heated at 60° C. for two hours and then at 80° C. for three hours. The dark solution is cooled and added dropwise with stirring to water (1 l.). A pale yellow gum separates and after 16 hours at 20°-25° C. changes to a cream colored powder (8.6 g., m.p. 161°-164° C.) which is recrystallized from acetic acid-water (1:1) to afford 6.9 g. of (1-o...